Task: describe an organic reaction: reactants, conditions, products, and yield. Dataset: the Open Reaction Database (ORD), a public repository of structured organic reaction records The reactants are C(C)(=O)NC=1SC(=C(N1)CO)SC1=CC=NC=C1 (2-acetylamino-4-hydroxymethyl-5-(4-pyridylthio)thiazole), Cl (hydrochloric acid). The solvent is C(C)O (ethanol). Yields the product Cl.Cl.NC=1SC(=C(N1)CO)SC1=CC=NC=C1 (2-amino-4-hydroxymethyl-5-(4-pyridylthio)thiazole dihydrochloride). The yield is 75.3%. As a reaction SMILES: C([NH:4][C:5]1[S:6][C:7]([S:12][C:13]2[CH:18]=[CH:17][N:16]=[CH:15][CH:14]=2)=[C:8]([CH2:10][OH:11])[N:9]=1)(=O)C.[ClH:19]>C(O)C>[ClH:19].[ClH:19].[NH2:4][C:5]1[S:6][C:7]([S:12][C:13]2[CH:18]=[CH:17][N:16]=[CH:15][CH:14]=2)=[C:8]([CH2:10][OH:11])[N:9]=1 |f:3.4.5|. Procedure: A mixture of 2-acetylamino-4-hydroxymethyl-5-(4-pyridylthio)thiazole (3.0 g) in a mixture of concentrated hydrochloric acid (8 ml) and ethanol (100 ml) was refluxed for 2.5 hours with stirring. The reaction mixture was concentrated under reduced pressure and the residue was triturated with acetone. The precipitates were collected by filtration, washed with isopropyl ether and were recrystallized from a mixture of ethanol and isopropyl ether to give 2-amino-4-hydroxymethyl-5-(4-pyridylthio)thiazo... The reactants are Clc1ccc(CBr)nn1, CN(C)C(=O)Sc1c(Cl)ccc2c1CCN(C(=O)OC(C)(C)C)CC2. Product: CC(C)(C)OC(=O)N1CCc2ccc(Cl)c(SCc3ccc(Cl)nn3)c2CC1. As a reaction SMILES: [Br:26][CH2:27][c:28]1[n:29][n:30][c:31]([Cl:34])[cH:32][cH:33]1.[C:1]([CH3:2])([CH3:3])([CH3:4])[O:5][C:6](=[O:7])[N:8]1[CH2:9][CH2:10][c:11]2[c:12]([c:15]([S:20][C:21](=[O:22])[N:23]([CH3:24])[CH3:25])[c:16]([Cl:19])[cH:17][cH:18]2)[CH2:13][CH2:14]1>>[C:1]([CH3:2])([CH3:3])([CH3:4])[O:5][C:6](=[O:7])[N:8]1[CH2:9][CH2:10][c:11]2[c:12]([c:15]([S:20][CH2:21][c:28]3[n:29][n:30][c:31]([Cl:34])[cH:32][cH:33]3)[c:16]([Cl:19])[cH:17][cH:18]2)[CH2:13][CH2:14]1. Starting materials: N(=[N+]=[N-])C[C@H]([C@@H](C=C)OCC1=CC=CC=C1)F ((3R,4R)-5-azido-4-fluoro-3-benzyloxy-pent-1-ene), C(=O)(C(F)(F)F)O (TFA), O (water). The solvent is O1CCOCC1 (dioxane), CCOC(=O)C (EtOAc). Reaction conditions: temperature 50 celsius. The product is N(=[N+]=[N-])C[C@H]([C@@H](C(=O)O)OCC1=CC=CC=C1)F ((2R,3R)-4-azido-2-benzyloxy-3-fluorobutanoic acid). The yield is 100.0%. As a reaction SMILES: [N:1]([CH2:4][C@@H:5]([F:17])[C@H:6]([O:9][CH2:10][C:11]1[CH:16]=[CH:15][CH:14]=[CH:13][CH:12]=1)[CH:7]=C)=[N+:2]=[N-:3].C(O)(C(F)(F)F)=[O:19].[OH2:25]>O1CCOCC1.CCOC(C)=O>[N:1]([CH2:4][C@@H:5]([F:17])[C@H:6]([O:9][CH2:10][C:11]1[CH:16]=[CH:15][CH:14]=[CH:13][CH:12]=1)[C:7]([OH:19])=[O:25])=[N+:2]=[N-:3]. Procedure: To a stirring solution of 4 (51.2 g, 32.5 mmol) in dioxane (600 ml) was added a solution of TFA (16.02 ml, 208 mmol) in water (200 ml) and the reaction was heated at 50° C. for 17 hours. The reaction mixture was diluted with EtOAc (800 mL) and washed with sat. aq. NaHCO3 (2×800 mL), brine (400 mL), dried over MgSO4, filtered and concentrated under vacuum to yield 5 (49.9 g, 32.5 mmol, 100% yield): MS m/z calcd for C78H82N6O24 (M+Na+) 1509.5. found 1509.3. The reactants are CC(=O)OC(C)=O, O, CCCCCCCCC1(COc2ccc([N+](=O)[O-])cc2)CCc2c(C)c(O)c(C)c(C)c2O1, c1ccncc1, c1ccccc1. Yields the product CCCCCCCCC1(COc2ccc([N+](=O)[O-])cc2)CCc2c(C)c(OC(C)=O)c(C)c(C)c2O1. Reaction SMILES: [CH3:1][C:2](=[O:3])[O:4][C:5](=[O:6])[CH3:7].[OH2:53].[OH:8][c:9]1[c:10]([CH3:40])[c:11]2[c:16]([c:17]([CH3:20])[c:18]1[CH3:19])[O:15][C:14]([CH2:21][CH2:22][CH2:23][CH2:24][CH2:25][CH2:26][CH2:27][CH3:28])([CH2:29][O:30][c:31]1[cH:32][cH:33][c:34]([N+:37](=[O:38])[O-:39])[cH:35][cH:36]1)[CH2:13][CH2:12]2.[cH:41]1[cH:42][cH:43][n:44][cH:45][cH:46]1.[cH:47]1[cH:48][cH:49][cH:50][cH:51][cH:52]1>>[CH3:1][C:2](=[O:3])[O:8][c:9]1[c:10]([CH3:40])[c:11]2[c:16]([c:17]([CH3:20])[c:18]1[CH3:19])[O:15][C:14]([CH2:21][CH2:22][CH2:23][CH2:24][CH2:25][CH2:26][CH2:27][CH3:28])([CH2:29][O:30][c:31]1[cH:32][cH:33][c:34]([N+:37](=[O:38])[O-:39])[cH:35][cH:36]1)[CH2:13][CH2:12]2. Reactants: CC(C)CCCC(C)C1C(O)CC2C3CC=C4CC(O)CCC4(C)C3CCC21C, CCOC(C)=O. Product: CC(C)CCCC(C)C1C(O)CC2C3CCC4CC(O)CCC4(C)C3CCC21C. As a reaction SMILES: [CH3:1][CH:2]([CH3:3])[CH2:4][CH2:5][CH2:6][CH:7]([CH3:8])[CH:9]1[CH:10]([OH:29])[CH2:11][CH:12]2[CH:13]3[CH2:14][CH:15]=[C:16]4[CH2:17][CH:18]([OH:28])[CH2:19][CH2:20][C:21]4([CH3:22])[CH:23]3[CH2:24][CH2:25][C:26]12[CH3:27].[CH3:30][CH2:31][O:32][C:33](=[O:34])[CH3:35]>>[CH3:1][CH:2]([CH3:3])[CH2:4][CH2:5][CH2:6][CH:7]([CH3:8])[CH:9]1[CH:10]([OH:29])[CH2:11][CH:12]2[CH:13]3[CH2:14][CH2:15][CH:16]4[CH2:17][CH:18]([OH:28])[CH2:19][CH2:20][C:21]4([CH3:22])[CH:23]3[CH2:24][CH2:25][C:26]12[CH3:27]. Starting materials: CC=1C=CC(=CC1)S(=O)(=O)N (p-toluenesulfonamide), CN(C)C1=NC=CC=C1 (dimethylaminopyridine), CCN=C=NCCCN(C)C (EDCI), Cl.ClC=1C=C(OC2CCN(CC2)CCCC(=O)O)C=CC1Cl (4-(3,4-Dichlorophenoxy)-1-piperidinebutanoic acid hydrochloride). Solvent: ClCCl (dichloromethane). Conditions: time 4 day. Yields the product ClC=1C=C(OC2CCN(CC2)CCCC(=O)NS(=O)(=O)C2=CC=C(C=C2)C)C=CC1Cl (N-[4-[4-(3,4-Dichlorophenoxy)-1-piperidinyl]-1-oxobutyl]-4-methyl-benzenesulfonamide). The yield is 12.8%. Reaction SMILES: Cl.[Cl:2][C:3]1[CH:4]=[C:5]([CH:19]=[CH:20][C:21]=1[Cl:22])[O:6][CH:7]1[CH2:12][CH2:11][N:10]([CH2:13][CH2:14][CH2:15][C:16]([OH:18])=O)[CH2:9][CH2:8]1.[CH3:23][C:24]1[CH:25]=[CH:26][C:27]([S:30]([NH2:33])(=[O:32])=[O:31])=[CH:28][CH:29]=1.CN(C1C=CC=CN=1)C.CCN=C=NCCCN(C)C>ClCCl>[Cl:2][C:3]1[CH:4]=[C:5]([CH:19]=[CH:20][C:21]=1[Cl:22])[O:6][CH:7]1[CH2:8][CH2:9][N:10]([CH2:13][CH2:14][CH2:15][C:16]([NH:33][S:30]([C:27]2[CH:28]=[CH:29][C:24]([CH3:23])=[CH:25][CH:26]=2)(=[O:31])=[O:32])=[O:18])[CH2:11][CH2:12]1 |f:0.1|. Reported procedure: 4-(3,4-Dichlorophenoxy)-1-piperidinebutanoic acid hydrochloride (0.250 g) was dissolved in dichloromethane (10 mL) containing p-toluenesulfonamide (0.142 g), dimethylaminopyridine (92 mg) and EDCI (0.158 g) were added. The solution was stirred at room temperature for 4 days. The solvent was evaporated. The crude product was dried in vacuo and then purified by HPLC (at column dilution, gradient ammonium acetate/acetonitrile 75% to 5% ;Waters Xterra® column) and to give the title compound (42 mg). Reactants: CS(=O)(=O)Cl, CCOC(C)=O, Cn1c(C#N)ccc1-c1ccc(N)cc1F, O, c1ccncc1. The product is Cn1c(C#N)ccc1-c1ccc(NS(C)(=O)=O)cc1F. RXN SMILES: [CH3:17][S:18]([Cl:19])(=[O:20])=[O:21].[CH3:29][CH2:30][O:31][C:32](=[O:33])[CH3:34].[NH2:1][c:2]1[cH:3][c:4]([F:16])[c:5](-[c:8]2[cH:9][cH:10][c:11]([C:14]#[N:15])[n:12]2[CH3:13])[cH:6][cH:7]1.[OH2:22].[cH:23]1[cH:24][cH:25][n:26][cH:27][cH:28]1>>[NH:1]([c:2]1[cH:3][c:4]([F:16])[c:5](-[c:8]2[cH:9][cH:10][c:11]([C:14]#[N:15])[n:12]2[CH3:13])[cH:6][cH:7]1)[S:18]([CH3:17])(=[O:20])=[O:21]. Starting materials: FC1=C(OS(=O)(=O)C=2C=CC3=C(OCCN3C3=C(C=C(C=C3)C(F)(F)F)C3=CCN(CC3)C(=O)OC(C)(C)C)C2)C(=C(C(=C1F)F)F)F (tert-butyl 4-(2-(7-((perfluorophenoxy)sulfonyl)-2H-benzo[b][1,4]oxazin-4(3H)-yl)-5-(trifluoromethyl)phenyl)-5,6-dihydropyridine-1(2H)-carboxylate), N1=C(N=CC=C1)N (pyrimidin-2-amine), C[Si](C)(C)[N-][Si](C)(C)C.[Li+] (lithium bis(trimethylsilyl)amide). Run in C1CCOC1 (THF). Run at time 5 minute. Yields the product N1=C(N=CC=C1)NS(=O)(=O)C=1C=CC2=C(OCCN2C2=C(C=C(C=C2)C(F)(F)F)C=2CCNCC2)C1 (N-(pyrimidin-2-yl)-4-(2-(1,2,3,6-tetrahydropyridin-4-yl)-4-(trifluoromethyl)phenyl)-3,4-dihydro-2H-benzo[b][1,4]oxazine-7-sulfonamide). Yield: 37.7%. As a reaction SMILES: FC1C(F)=C(F)C(F)=C(F)C=1[O:4][S:5]([C:8]1[CH:9]=[CH:10][C:11]2[N:16]([C:17]3[CH:22]=[CH:21][C:20]([C:23]([F:26])([F:25])[F:24])=[CH:19][C:18]=3[C:27]3[CH2:32][CH2:31][N:30](C(OC(C)(C)C)=O)[CH2:29][CH:28]=3)[CH2:15][CH2:14][O:13][C:12]=2[CH:40]=1)(=O)=[O:6].[N:49]1[CH:54]=[CH:53][CH:52]=[N:51][C:50]=1[NH2:55].C[Si]([N-][Si](C)(C)C)(C)C.[Li+]>C1COCC1>[N:49]1[CH:54]=[CH:53][CH:52]=[N:51][C:50]=1[NH:55][S:5]([C:8]1[CH:9]=[CH:10][C:11]2[N:16]([C:17]3[CH:22]=[CH:21][C:20]([C:23]([F:26])([F:24])[F:25])=[CH:19][C:18]=3[C:27]3[CH2:32][CH2:31][NH:30][CH2:29][CH:28]=3)[CH2:15][CH2:14][O:13][C:12]=2[CH:40]=1)(=[O:4])=[O:6] |f:2.3|. Procedure: A roundbottom flask was charged with tert-butyl 4-(2-(7-((perfluorophenoxy)sulfonyl)-2H-benzo[b][1,4]oxazin-4(3H)-yl)-5-(trifluoromethyl)phenyl)-5,6-dihydropyridine-1(2H)-carboxylate (INTERMEDIATE AA, 48.52 mg, 0.069 mmol), pyrimidin-2-amine (7.84 mg, 0.082 mmol), and THF (343 μl) to give a clear, lightly-colored solution. The flask was cooled in an ice-bath for 5 min, then lithium bis(trimethylsilyl)amide (1M in THF) (144 μl, 0.144 mmol) was added dropwise over 30 s to give a light-yellow solut... Reactants: CC(C)(C)[O-].[Na+] (NaOt-Bu), BrC1=NC(=CC=C1S(=O)(=O)C1=CC=C(C=C1)OCC1=C(C=CC=C1)OC)C (2-Bromo-3-[4-(2-methoxybenzyloxy)-benzenesulfonyl]-6-methylpyridine), C=1C=CC(=CC1)P(CCCP(C=2C=CC=CC2)C=3C=CC=CC3)C=4C=CC=CC4 (dppp), CC1=C(N)C=CC(=C1)OC (2-methyl-4-methoxyaniline), Pd(dba)3. The solvent is CCOCC (ether), C1(=CC=CC=C1)C (toluene). Run at temperature 70 celsius. Product: COC1=C(COC2=CC=C(C=C2)S(=O)(=O)C=2C(=NC(=CC2)C)NC2=C(C=C(C=C2)OC)C)C=CC=C1 ({3-[4-(2-Methoxybenzyloxy)-benzenesulfonyl]-6-methylpyridin-2-yl}-(4-methoxy-2-methylphenyl)-amine). Yield: 15.0%. As a reaction SMILES: Br[C:2]1[C:7]([S:8]([C:11]2[CH:16]=[CH:15][C:14]([O:17][CH2:18][C:19]3[CH:24]=[CH:23][CH:22]=[CH:21][C:20]=3[O:25][CH3:26])=[CH:13][CH:12]=2)(=[O:10])=[O:9])=[CH:6][CH:5]=[C:4]([CH3:27])[N:3]=1.[CH3:28][C:29]1[CH:35]=[C:34]([O:36][CH3:37])[CH:33]=[CH:32][C:30]=1[NH2:31].C1C=CC(P(C2C=CC=CC=2)CCCP(C2C=CC=CC=2)C2C=CC=CC=2)=CC=1.CC([O-])(C)C.[Na+]>C1(C)C=CC=CC=1.CCOCC>[CH3:26][O:25][C:20]1[CH:21]=[CH:22][CH:23]=[CH:24][C:19]=1[CH2:18][O:17][C:14]1[CH:15]=[CH:16][C:11]([S:8]([C:7]2[C:2]([NH:31][C:30]3[CH:32]=[CH:33][C:34]([O:36][CH3:37])=[CH:35][C:29]=3[CH3:28])=[N:3][C:4]([CH3:27])=[CH:5][CH:6]=2)(=[O:10])=[O:9])=[CH:12][CH:13]=1 |f:3.4|. Procedure: 2-Bromo-3-[4-(2-methoxybenzyloxy)-benzenesulfonyl]-6-methylpyridine from part F (75 mg, 0.167 mmol), 2-methyl-4-methoxyaniline (26 μL, 0.200 mmol), Pd(dba)3 (3 mg, 0.0033 mmol), dppp (3 mg, 0.0067 mmol), and NaOt-Bu (22 mg, 0.234 mmol) were suspended in toluene in a tightly capped conical vial. The reaction mixture was heated at 70° C. for 4.5 h. The mixture was cooled to rt, and diluted with ether. The organic layer was washed with brine (2×), dried over MgSO4, filtered, and concentrated. Purif... Starting materials: ClC=1C=C(C=CC1Cl)C1CN(CC2=CC(=CC=C12)B1OC(C(O1)(C)C)(C)C)S(=O)(=O)C1=C(C=CC=C1)[N+](=O)[O-] (4-(3,4-dichlorophenyl)-2-(2-nitrophenylsulfonyl)-7-(4,4,5,5-tetramethyl-1,3,2-dioxaborolan-2-yl)-1,2,3,4-tetrahydroisoquinoline), BrC=1N=CC(=NC1)N (5-bromopyrazin-2-amine), C([O-])([O-])=O.[Cs+].[Cs+] (cesium carbonate), [1,1′-bis(diphenylphosphino)ferrocene]palladium(II) dichloromethane. Solvent: O (water), CN(C=O)C (N,N-dimethylformamide). Reaction conditions: temperature 90 celsius. Product: ClC=1C=C(C=CC1Cl)C1CN(CC2=CC(=CC=C12)C=1N=CC(=NC1)N)S(=O)(=O)C1=C(C=CC=C1)[N+](=O)[O-] (5-(4-(3,4-dichlorophenyl)-2-(2-nitrophenylsulfonyl)-1,2,3,4-tetrahydroisoquinolin-7-yl)pyrazin-2-amine). The yield is 14.1%. Reaction SMILES: [Cl:1][C:2]1[CH:3]=[C:4]([CH:9]2[C:18]3[C:13](=[CH:14][C:15](B4OC(C)(C)C(C)(C)O4)=[CH:16][CH:17]=3)[CH2:12][N:11]([S:28]([C:31]3[CH:36]=[CH:35][CH:34]=[CH:33][C:32]=3[N+:37]([O-:39])=[O:38])(=[O:30])=[O:29])[CH2:10]2)[CH:5]=[CH:6][C:7]=1[Cl:8].Br[C:41]1[N:42]=[CH:43][C:44]([NH2:47])=[N:45][CH:46]=1.C(=O)([O-])[O-].[Cs+].[Cs+]>O.CN(C)C=O>[Cl:1][C:2]1[CH:3]=[C:4]([CH:9]2[C:18]3[C:13](=[CH:14][C:15]([C:41]4[N:42]=[CH:43][C:44]([NH2:47])=[N:45][CH:46]=4)=[CH:16][CH:17]=3)[CH2:12][N:11]([S:28]([C:31]3[CH:36]=[CH:35][CH:34]=[CH:33][C:32]=3[N+:37]([O-:39])=[O:38])(=[O:29])=[O:30])[CH2:10]2)[CH:5]=[CH:6][C:7]=1[Cl:8] |f:2.3.4|. Procedure details: A mixture of 4-(3,4-dichlorophenyl)-2-(2-nitrophenylsulfonyl)-7-(4,4,5,5-tetramethyl-1,3,2-dioxaborolan-2-yl)-1,2,3,4-tetrahydroisoquinoline (300 mg, 0.51 mmol), 5-bromopyrazin-2-amine (174 mg, 1.0 mmol) and cesium carbonate (490 mg, 1.5 mmol) in water (1.5 mL) and N,N-dimethylformamide (5 mL) was degassed with argon and then [1,1′-bis(diphenylphosphino)ferrocene]palladium(II) dichloromethane adduct (24 mg, 0.03 mmol) was added. The mixture was degassed again and then heated to 90° C. for 3 hour...